describe an organic reaction: reactants, conditions, products, and yield From a dataset of the Open Reaction Database (ORD), a public repository of structured organic reaction records. Starting materials: C1=C(C=CC=2CCCCC12)O (5,6,7,8-tetrahydro-2-naphthol), [N+](=O)(O)[O-] (nitric acid). Solvent: C(C)(=O)O (acetic acid). Run at time 5 hour. Yields the product [N+](=O)([O-])C=1C(=CC=2CCCCC2C1)O (5,6,7,8-Tetrahydro-3-nitro-2-naphthol). As a reaction SMILES: [CH:1]1[C:10]2[CH2:9][CH2:8][CH2:7][CH2:6][C:5]=2[CH:4]=[CH:3][C:2]=1[OH:11].[N+:12]([O-])([OH:14])=[O:13]>C(O)(=O)C>[N+:12]([C:3]1[C:2]([OH:11])=[CH:1][C:10]2[CH2:9][CH2:8][CH2:7][CH2:6][C:5]=2[CH:4]=1)([O-:14])=[O:13]. Reported procedure: To a solution of 5,6,7,8-tetrahydro-2-naphthol (44 g) in 300 ml of acetic acid was added dropwise fuming nitric acid (12 ml in 12 ml of acetic acid) over a period of 30 minutes. The reaction mixture was then stirred for an additional 5 hours at room temperature. After evaporation of the solvent, the crude product was purified by column chromatography (silica gel) to give 16 g of pure product, m.p. 88°-89° C. Reactants: Cl (hydrochloric acid), OO (Hydrogen peroxide), C(C=C)N1C[C@@H](N(C[C@H]1C)[C@@H](C1=CC(=CC=C1)O)C=1C=C(C#N)C=CC1)C ((±)-3-((αR*)-α-((2S*,5R*)-4-allyl-2,5-dimethyl-1-piperazinyl)-3-hydroxybenzyl)benzonitrile), [OH-].[Na+] (sodium hydroxide). The solvent is C(C)O (ethanol). Run at temperature 60 celsius. Product: C(C1=CC=CC=C1)(=O)N (benzamide). RXN SMILES: [OH:1]O.C(N1[C@H](C)C[N:9]([C@H:13](C2C=C(C=CC=2)C#N)[C:14]2[CH:19]=[CH:18][CH:17]=[C:16](O)[CH:15]=2)[C@@H](C)C1)C=C.[OH-].[Na+].Cl>C(O)C>[C:13]([NH2:9])(=[O:1])[C:14]1[CH:19]=[CH:18][CH:17]=[CH:16][CH:15]=1 |f:2.3|. Procedure details: Hydrogen peroxide (0.5 mL of a 30% by weight solution) was added to a mixture of the benzonitrile (0.50 g, 1.4 mmol), 0.7 mL of 10 N aqueous sodium hydroxide and 3 mL of ethanol. The reaction was exothermic with gas evolution and formation of a white precipitate. After a few minutes, the mixture was carefully heated under a reflux condenser in an oil bath at 60° C. for three hours. After cooling to room temperature, 6 N aqueous hydrochloric acid was added to adjust the pH to 8. The mixture was e...